This data is from the Open Reaction Database (ORD), a public repository of structured organic reaction records. The task is: describe an organic reaction: reactants, conditions, products, and yield The reactants are C(C1=CC=CC=C1)(=O)NC1=CC=C(C=C1)C1=CC=C2CN(C(C2=C1)=O)[C@H](C(=O)O)C(C)C ((S)-2-(6-(4-Benzamidophenyl)-1-oxoisoindolin-2-yl)-3-methylbutanoic acid), CC([C@@H](C(=O)OC)N1C(C2=CC(=CC=C2C1)C1=CC=C(C=C1)NC(C1=CC(=CC=C1)OC1=CC=CC=C1)=O)=O)C ((S)-Methyl 3-methyl-2-(1-oxo-6-(4-(3-phenoxybenzamido)phenyl)isoindolin-2-yl)butanoate). The product is CC([C@@H](C(=O)O)N1C(C2=CC(=CC=C2C1)C1=CC=C(C=C1)NC(C1=CC(=CC=C1)OC1=CC=CC=C1)=O)=O)C ((S)-3-Methyl-2-(1-oxo-6-(4-(3-phenoxybenzamido)phenyl)isoindolin-2-yl)butanoic acid). The yield is 83.4%. RXN SMILES: C(NC1C=CC(C2C=C3C(CN([C@@H](C(C)C)C(O)=O)C3=O)=CC=2)=CC=1)(=O)C1C=CC=CC=1.[CH3:33][CH:34]([CH3:72])[C@H:35]([N:40]1[CH2:48][C:47]2[C:42](=[CH:43][C:44]([C:49]3[CH:54]=[CH:53][C:52]([NH:55][C:56](=[O:70])[C:57]4[CH:62]=[CH:61][CH:60]=[C:59]([O:63][C:64]5[CH:69]=[CH:68][CH:67]=[CH:66][CH:65]=5)[CH:58]=4)=[CH:51][CH:50]=3)=[CH:45][CH:46]=2)[C:41]1=[O:71])[C:36]([O:38]C)=[O:37]>>[CH3:33][CH:34]([CH3:72])[C@H:35]([N:40]1[CH2:48][C:47]2[C:42](=[CH:43][C:44]([C:49]3[CH:50]=[CH:51][C:52]([NH:55][C:56](=[O:70])[C:57]4[CH:62]=[CH:61][CH:60]=[C:59]([O:63][C:64]5[CH:69]=[CH:68][CH:67]=[CH:66][CH:65]=5)[CH:58]=4)=[CH:53][CH:54]=3)=[CH:45][CH:46]=2)[C:41]1=[O:71])[C:36]([OH:38])=[O:37]. Procedure: The compound of example 148 was prepared analogous to compound of example 98 by hydrolysis of compound of example 147. Reactants: O=C([O-])O, CCCCCC, Clc1ccc(C2COCCS2)cc1Cl, ClCCl, [Na+], O=C(OO)c1cccc(Cl)c1, Cc1ccccc1. Product: O=S1CCOCC1c1ccc(Cl)c(Cl)c1. As a reaction SMILES: [C:26](=[O:27])([OH:28])[O-:29].[CH3:38][CH2:39][CH2:40][CH2:41][CH2:42][CH3:43].[Cl:1][c:2]1[cH:3][c:4]([CH:9]2[CH2:10][O:11][CH2:12][CH2:13][S:14]2)[cH:5][cH:6][c:7]1[Cl:8].[Cl:44][CH2:45][Cl:46].[Na+:30].[OH:15][O:16][C:17]([c:18]1[cH:19][c:20]([Cl:21])[cH:22][cH:23][cH:24]1)=[O:25].[c:31]1([CH3:32])[cH:33][cH:34][cH:35][cH:36][cH:37]1>>[Cl:1][c:2]1[cH:3][c:4]([CH:9]2[CH2:10][O:11][CH2:12][CH2:13][S:14]2=[O:15])[cH:5][cH:6][c:7]1[Cl:8].